Task: describe an organic reaction: reactants, conditions, products, and yield. Dataset: the Open Reaction Database (ORD), a public repository of structured organic reaction records Reactants: ClC1=NC2=C(C=CC=C2C=C1C=O)Cl (2,8-dichloroquinoline-3-carbaldehyde), C(=O)([O-])[O-].[Na+].[Na+] (Na2CO3), ClC1=NC=C(C=C1)B(O)O (2-chloropyridin-5-ylboronic acid). Reagents/catalysts: C=1C=CC(=CC1)[P](C=2C=CC=CC2)(C=3C=CC=CC3)[Pd]([P](C=4C=CC=CC4)(C=5C=CC=CC5)C=6C=CC=CC6)([P](C=7C=CC=CC7)(C=8C=CC=CC8)C=9C=CC=CC9)[P](C=1C=CC=CC1)(C=1C=CC=CC1)C=1C=CC=CC1 (Tetrakis(triphenylphosphine)palladium(0)). Solvent: O1CCOCC1 (1,4-dioxane), O (water). Conditions: temperature 90 celsius. The product is ClC=1C=CC=C2C=C(C(=NC12)C=1C=NC(=CC1)Cl)C=O (8-Chloro-2-(6-chloropyridin-3-yl)quinoline-3-carbaldehyde). The yield is 123.3%. Reaction SMILES: Cl[C:2]1[C:11]([CH:12]=[O:13])=[CH:10][C:9]2[C:4](=[C:5]([Cl:14])[CH:6]=[CH:7][CH:8]=2)[N:3]=1.C([O-])([O-])=O.[Na+].[Na+].[Cl:21][C:22]1[CH:27]=[CH:26][C:25](B(O)O)=[CH:24][N:23]=1>O1CCOCC1.O.C1C=CC([P]([Pd]([P](C2C=CC=CC=2)(C2C=CC=CC=2)C2C=CC=CC=2)([P](C2C=CC=CC=2)(C2C=CC=CC=2)C2C=CC=CC=2)[P](C2C=CC=CC=2)(C2C=CC=CC=2)C2C=CC=CC=2)(C2C=CC=CC=2)C2C=CC=CC=2)=CC=1>[Cl:14][C:5]1[CH:6]=[CH:7][CH:8]=[C:9]2[C:4]=1[N:3]=[C:2]([C:25]1[CH:24]=[N:23][C:22]([Cl:21])=[CH:27][CH:26]=1)[C:11]([CH:12]=[O:13])=[CH:10]2 |f:1.2.3,^1:41,43,62,81|. Procedure details: A mixture of 2,8-dichloroquinoline-3-carbaldehyde (2.6 g, 11.5 mmol), Na2CO3 (1.83 g, 17.3 mmol) and 2-chloropyridin-5-ylboronic acid (1.81 g, 11.5 mmol) in 1,4-dioxane (40 mL) and water (20 mL) was degassed by bubbling nitrogen gas through it for 5 minutes. Tetrakis(triphenylphosphine)palladium(0) (0.13 g, 0.115 mmol) was added and the mixture was heated at 90° C. for 16 h. The mixture was allowed to cool to room temperature. The resultant precipitate was filtered off and washed with water (5×5...